This data is from the Open Reaction Database (ORD), a public repository of structured organic reaction records. The task is: describe an organic reaction: reactants, conditions, products, and yield The reactants are C(C)OC(CC1CCN(CC1)C1=NC=C(C=C1N)C(NC1CC1)=O)=O ((3′-amino-5′-cyclopropylcarbamoyl-3,4,5,6-tetrahydro-2H-[1,2′]bipyridinyl-4-yl)-acetic acid ethyl ester), ClC=1C=C(C(=O)Cl)C=CC1 (3-chlorobenzoyl chloride). Run in C(C)#N (acetonitrile). Reaction conditions: time 8 hour. Product: C(C)OC(CC1CCN(CC1)C1=NC=C(C=C1NC(C1=CC(=CC=C1)Cl)=O)C(NC1CC1)=O)=O ([3′-(3-chloro-benzoylamino)-5′-cyclopropylcarbamoyl-3,4,5,6-tetrahydro-2H-[1,2′]bipyridinyl-4-yl]-acetic acid ethyl ester). Yield: 52.7%. Reaction SMILES: [CH2:1]([O:3][C:4](=[O:25])[CH2:5][CH:6]1[CH2:11][CH2:10][N:9]([C:12]2[C:17]([NH2:18])=[CH:16][C:15]([C:19](=[O:24])[NH:20][CH:21]3[CH2:23][CH2:22]3)=[CH:14][N:13]=2)[CH2:8][CH2:7]1)[CH3:2].[Cl:26][C:27]1[CH:28]=[C:29]([CH:33]=[CH:34][CH:35]=1)[C:30](Cl)=[O:31]>C(#N)C>[CH2:1]([O:3][C:4](=[O:25])[CH2:5][CH:6]1[CH2:11][CH2:10][N:9]([C:12]2[C:17]([NH:18][C:30](=[O:31])[C:29]3[CH:33]=[CH:34][CH:35]=[C:27]([Cl:26])[CH:28]=3)=[CH:16][C:15]([C:19](=[O:24])[NH:20][CH:21]3[CH2:22][CH2:23]3)=[CH:14][N:13]=2)[CH2:8][CH2:7]1)[CH3:2]. Reported procedure: A mixture of 0.39 g (0.90 mmol) of (3′-amino-5′-cyclopropylcarbamoyl-3,4,5,6-tetrahydro-2H-[1,2′]bipyridinyl-4-yl)-acetic acid ethyl ester in acetonitrile (5 mL) is treated with 0.14 mL (1.1 mmol) of 3-chlorobenzoyl chloride. The mixture is stirred overnight and then concentrated under reduced pressure. The residue is taken up into water and extracted with ethyl acetate. The combined organic phase is washed with brine, dried over anhydrous sodium sulfate, and concentrated under reduced pressure.... The reactants are CC(=O)O[BH-](OC(C)=O)OC(C)=O, CCOc1ccc(C=O)cc1OCCCCl, CC(=O)OCC1OC(n2c(N)nc3ccccc32)C(OC(C)=O)C1OC(C)=O, [Na+], C1CCOC1, O. Yields the product CCOc1ccc(CNc2nc3ccccc3n2C2OC(COC(C)=O)C(OC(C)=O)C2OC(C)=O)cc1OCCCCl. As a reaction SMILES: [C:45]([O:46][BH-:47]([O:48][C:49](=[O:50])[CH3:51])[O:52][C:53](=[O:54])[CH3:55])(=[O:56])[CH3:57].[Cl:29][CH2:30][CH2:31][CH2:32][O:33][c:34]1[cH:35][c:36]([CH:37]=[O:38])[cH:39][cH:40][c:41]1[O:42][CH2:43][CH3:44].[NH2:1][c:2]1[n:3][c:4]2[c:5]([n:6]1[CH:7]1[CH:8]([O:9][C:10]([CH3:11])=[O:12])[CH:13]([O:14][C:15]([CH3:16])=[O:17])[CH:18]([CH2:20][O:21][C:22]([CH3:23])=[O:24])[O:19]1)[cH:25][cH:26][cH:27][cH:28]2.[Na+:58].[O:60]1[CH2:61][CH2:62][CH2:63][CH2:64]1.[OH2:59]>>[NH:1]([c:2]1[n:3][c:4]2[c:5]([n:6]1[CH:7]1[CH:8]([O:9][C:10]([CH3:11])=[O:12])[CH:13]([O:14][C:15]([CH3:16])=[O:17])[CH:18]([CH2:20][O:21][C:22]([CH3:23])=[O:24])[O:19]1)[cH:25][cH:26][cH:27][cH:28]2)[CH2:37][c:36]1[cH:35][c:34]([O:33][CH2:32][CH2:31][CH2:30][Cl:29])[c:41]([O:42][CH2:43][CH3:44])[cH:40][cH:39]1.